The task is: describe an organic reaction: reactants, conditions, products, and yield. This data is from the Open Reaction Database (ORD), a public repository of structured organic reaction records. As a reaction SMILES: [CH3:23][c:24]1[cH:25][cH:26][cH:27][cH:28][cH:29]1.[CH:1]([c:2]1[cH:3][cH:4][cH:5][cH:6][cH:7]1)([c:8]1[cH:9][cH:10][cH:11][cH:12][cH:13]1)[N:14]1[CH2:15][CH2:16][c:17]2[cH:18][cH:19][cH:20][cH:21][c:22]21.[Cl:30][C:31]([C:32](=[O:33])[C:34]([Cl:35])([F:36])[F:37])([F:38])[F:39].[OH2:40]>>[CH:1]([c:2]1[cH:3][cH:4][cH:5][cH:6][cH:7]1)([c:8]1[cH:9][cH:10][cH:11][cH:12][cH:13]1)[N:14]1[CH2:15][CH2:16][c:17]2[cH:18][c:19]([C:32]([C:31]([Cl:30])([F:38])[F:39])([OH:33])[C:34]([Cl:35])([F:36])[F:37])[cH:20][cH:21][c:22]21. Reactants: Cc1ccccc1, c1ccc(C(c2ccccc2)N2CCc3ccccc32)cc1, O=C(C(F)(F)Cl)C(F)(F)Cl, O. Yields the product OC(c1ccc2c(c1)CCN2C(c1ccccc1)c1ccccc1)(C(F)(F)Cl)C(F)(F)Cl.